describe an organic reaction: reactants, conditions, products, and yield From a dataset of the Open Reaction Database (ORD), a public repository of structured organic reaction records. Yields the product O=[N+]([O-])CCc1ccc(OCc2ccc(F)cn2)cc1F. Starting materials: [BH4-], CS(C)=O, CC(=O)O, O=[N+]([O-])C=Cc1ccc(OCc2ccc(F)cn2)cc1F, [Na+], O. Reaction SMILES: [BH4-:30].[CH3:1][S:2](=[O:3])[CH3:4].[CH3:26][C:27](=[O:28])[OH:29].[F:5][c:6]1[cH:7][cH:8][c:9]([CH2:12][O:13][c:14]2[cH:15][c:16]([F:25])[c:17]([CH:20]=[CH:21][N+:22](=[O:23])[O-:24])[cH:18][cH:19]2)[n:10][cH:11]1.[Na+:31].[OH2:32]>>[F:5][c:6]1[cH:7][cH:8][c:9]([CH2:12][O:13][c:14]2[cH:15][c:16]([F:25])[c:17]([CH2:20][CH2:21][N+:22](=[O:23])[O-:24])[cH:18][cH:19]2)[n:10][cH:11]1. Reactants: Cl (hydrochloric acid), CC1(C=2C=CC(=CC2C(CC1)(C)C)O)C (5,6,7,8-tetrahydro-5,5,8,8-tetramethyl-2-naphthol), ClC1=C(C=CC=C1)[N+](=O)[O-] (o-chloronitrobenzene), [OH-].[K+] (potassium hydroxide). Solvent: ClCCl (dichloromethane), O (water), CS(=O)C (DMSO). Reaction conditions: temperature 90 celsius, time 30 minute. Yields the product CC1(C=2C=CC(=CC2C(CC1)(C)C)C1(C(C=CC=C1)O)[N+](=O)[O-])C (o-(5,6,7,8-tetrahydro-5,5,8,8-tetramethyl-2-naphtalenyl)-2-nitrophenol). The yield is 66.3%. As a reaction SMILES: [CH3:1][C:2]1([CH3:15])[CH2:11][CH2:10][C:9]([CH3:13])([CH3:12])[C:8]2[CH:7]=[C:6](O)[CH:5]=[CH:4][C:3]1=2.Cl[C:17]1[CH:22]=[CH:21][CH:20]=[CH:19][C:18]=1[N+:23]([O-:25])=[O:24].[OH-:26].[K+].Cl>ClCCl.O.CS(C)=O>[CH3:1][C:2]1([CH3:15])[CH2:11][CH2:10][C:9]([CH3:13])([CH3:12])[C:8]2[CH:7]=[C:6]([C:18]3([N+:23]([O-:25])=[O:24])[CH:19]=[CH:20][CH:21]=[CH:22][CH:17]3[OH:26])[CH:5]=[CH:4][C:3]1=2 |f:2.3|. Procedure: DMSO (5 ml) was added to 5,6,7,8-tetrahydro-5,5,8,8-tetramethyl-2-naphthol (97 mg, 0.475 mmol), o-chloronitrobenzene (77 mg, 0.48 mmol) and potassium hydroxide (27 mg, 0.48 mmol), and the mixture was stirred at 90° C. for 17 hours and 30 minutes. To the reaction mixture, water, dichloromethane, and concentrated hydrochloric acid (1 ml) were added, and the organic layer was washed with diluted hydrochloric acid and brine. After dryness, the solvent was evaporated under reduced pressure to give a ... The reactants are FC=1C=C2CCNC2=CC1Br (5-fluoro-6-bromo-indoline), ClC1=NC=NC2=CC(=C(C=C12)OC)OC (4-chloro-6,7-dimethoxy-quinazoline). Run in CC(C)O (i-PrOH). Product: Cl.BrC1=C(C=C2CCN(C2=C1)C1=NC=NC2=CC(=C(C=C12)OC)OC)F (4-(6-Bromo-5-fluoro-2,3-dihydro-indol-1-yl)-6,7-dimethoxy-quinazoline hydrochloride salt). Yield: 68.0%. Reaction SMILES: [F:1][C:2]1[CH:3]=[C:4]2[C:8](=[CH:9][C:10]=1[Br:11])[NH:7][CH2:6][CH2:5]2.[Cl:12][C:13]1[C:22]2[C:17](=[CH:18][C:19]([O:25][CH3:26])=[C:20]([O:23][CH3:24])[CH:21]=2)[N:16]=[CH:15][N:14]=1>CC(O)C>[ClH:12].[Br:11][C:10]1[CH:9]=[C:8]2[C:4]([CH2:5][CH2:6][N:7]2[C:13]2[C:22]3[C:17](=[CH:18][C:19]([O:25][CH3:26])=[C:20]([O:23][CH3:24])[CH:21]=3)[N:16]=[CH:15][N:14]=2)=[CH:3][C:2]=1[F:1] |f:3.4|. Procedure details: Utilizing a procedure analogous to that described in Example 1, this product was prepared in 68% yield from 5-fluoro-6-bromo-indoline (1.1 eq.) and 4-chloro-6,7-dimethoxy-quinazoline (1.0 eq) in i-PrOH. (M.P. 258° C. (dec); LC-MS: 404, 406 (MH+); anal. RP18-HPLC RT: 5.06 min.). Starting materials: [H-].[Na+] (NaH), OCCN1CCCC1 (1-(2-hydroxyethyl)pyrrolidine), O (water), S(=O)(=O)(C1=CC=C(C)C=C1)OCCO[C@@H]1C[C@H]2CC[C@H]3[C@]4(CC[C@@H]([C@@]4(C)CC[C@@H]3[C@]2(CC1)C)C1=COC=C1)O (3β-(2-tosyloxy-ethoxy)-17β-(3-furyl)-5β-androstan-14β-ol). Solvent: CN(C=O)C (dimethylformamide). Product: N1(CCCC1)CCOCCO[C@@H]1C[C@H]2CC[C@H]3[C@]4(CC[C@@H]([C@@]4(C)CC[C@@H]3[C@]2(CC1)C)C1=COC=C1)O (3β-(2-(2-(1-Pyrrolidinyl)ethoxy)ethoxy)-17β-(3-furyl)-5β-androstan-14β-ol). Isolated yield 86.7%. Reaction SMILES: [H-].[Na+].[OH:3][CH2:4][CH2:5][N:6]1[CH2:10][CH2:9][CH2:8][CH2:7]1.S(O[CH2:22][CH2:23][O:24][C@H:25]1[CH2:42][CH2:41][C@@:40]2([CH3:43])[C@H:27]([CH2:28][CH2:29][C@@H:30]3[C@@H:39]2[CH2:38][CH2:37][C@@:35]2([CH3:36])[C@:31]3([OH:49])[CH2:32][CH2:33][C@@H:34]2[C:44]2[CH:48]=[CH:47][O:46][CH:45]=2)[CH2:26]1)(C1C=CC(C)=CC=1)(=O)=O.O>CN(C)C=O>[N:6]1([CH2:5][CH2:4][O:3][CH2:22][CH2:23][O:24][C@H:25]2[CH2:42][CH2:41][C@@:40]3([CH3:43])[C@H:27]([CH2:28][CH2:29][C@@H:30]4[C@@H:39]3[CH2:38][CH2:37][C@@:35]3([CH3:36])[C@:31]4([OH:49])[CH2:32][CH2:33][C@@H:34]3[C:44]3[CH:48]=[CH:47][O:46][CH:45]=3)[CH2:26]2)[CH2:10][CH2:9][CH2:8][CH2:7]1 |f:0.1|. Procedure: To a suspension of 0.13 g of NaH (60% dispersion in mineral oil) in 15 ml of anhydrous dimethylformamide, 0.37 g of 1-(2-hydroxyethyl)pyrrolidine were added at room temperature in a nitrogen atmosphere. The mixture was kept at reflux for 2 hrs, then 0.90 g of 3β-(2-tosyloxy-ethoxy)-17β-(3-furyl)-5β-androstan-14β-ol, prepared as an intermediate in Ex. 7, were added. The mixture was kept at reflux temperature for 4 hrs; then 50 ml of water were added cautiously. The residue was extracted with meth... The solvent is C(Cl)Cl (methylene chloride). Reactants: propylaldehyde, C(C)(=O)O (acetic acid), C(C)(=O)O[BH-](OC(C)=O)OC(C)=O.[Na+] (sodium triacetoxyborohydride), FC(C=1C=C2C(CCNC2=CC1)O)(F)F (6-(trifluoromethyl)-1,2,3,4-tetrahydroquinolin-4-ol). Procedure: 6-(Trifluoromethyl)-1,2,3,4-tetrahydroquinolin-4-ol (30 mg, 0.14 mmol) obtained in Step 2 was dissolved in methylene chloride (2 ml), propylaldehyde (16 mg, 0.28 mmol), acetic acid (20 μl) and sodium triacetoxyborohydride (59 mg, 0.28 mmol) were added, and the mixture was stirred overnight. The solvent was evaporated, and the residue was subjected to reversed-phase high performance liquid chromatography using ODS as a filler, and eluted with a mixed solution of water and acetonitrile, which cont... Product: C(CC)N1CCC(C2=CC(=CC=C12)C(F)(F)F)O (1-propyl-6-(trifluoromethyl)-1,2,3,4-tetrahydroquinolin-4-ol). Reaction SMILES: [F:1][C:2]([F:15])([F:14])[C:3]1[CH:4]=[C:5]2[C:10](=[CH:11][CH:12]=1)[NH:9][CH2:8][CH2:7][CH:6]2[OH:13].[C:16](O)(=O)[CH3:17].[C:20](O[BH-](OC(=O)C)OC(=O)C)(=O)C.[Na+]>C(Cl)Cl>[CH2:20]([N:9]1[C:10]2[C:5](=[CH:4][C:3]([C:2]([F:1])([F:14])[F:15])=[CH:12][CH:11]=2)[CH:6]([OH:13])[CH2:7][CH2:8]1)[CH2:16][CH3:17] |f:2.3|. Isolated yield 29.0%. Conditions: time 8 hour. The reactants are C(CC)O (1-Propanol), [H-].[Na+] (sodium hydride), ClC1=C(C=C(C=C1)[N+](=O)[O-])C1=CC=C(C=C1)OC(F)(F)F (2-chloro-5-nitro-4′-(trifluoromethoxy)biphenyl). Solvent: CN(C=O)C (dimethylformamide), CN(C=O)C (dimethylformamide), O (water). Reaction conditions: time 30 minute. The product is [N+](=O)([O-])C=1C=CC(=C(C1)C1=CC=C(C=C1)OC(F)(F)F)OCCC (5-nitro-2-propoxy-4′-(trifluoromethoxy)biphenyl). The yield is 54.5%. Reaction SMILES: [CH2:1]([OH:4])[CH2:2][CH3:3].[H-].[Na+].Cl[C:8]1[CH:13]=[CH:12][C:11]([N+:14]([O-:16])=[O:15])=[CH:10][C:9]=1[C:17]1[CH:22]=[CH:21][C:20]([O:23][C:24]([F:27])([F:26])[F:25])=[CH:19][CH:18]=1>CN(C)C=O.O>[N+:14]([C:11]1[CH:12]=[CH:13][C:8]([O:4][CH2:1][CH2:2][CH3:3])=[C:9]([C:17]2[CH:22]=[CH:21][C:20]([O:23][C:24]([F:27])([F:26])[F:25])=[CH:19][CH:18]=2)[CH:10]=1)([O-:16])=[O:15] |f:1.2|. Reported procedure: 1-Propanol (284 mg, 4.72 mmol) was added dropwise at a slow speed to a suspension of sodium hydride (206 mg, 4.72 mmol) in dimethylformamide (4 ml) at 0° under argon atmosphere, then the mixture was stirred at room temperature for 30 minutes. A solution of 2-chloro-5-nitro-4′-(trifluoromethoxy)biphenyl (1.00 g, 3.15 mmol) in dimethylformamide (2 ml) was added dropwise at a slow speed to this mixture at OD, and then stirred at room temperature for 2 hours. The reaction mixture was diluted with wa... Starting materials: NC1=C(C=C(C=C1)C(=O)N1CCNCC1)F ((4-Amino-3-fluorophenyl)(piperazin-1-yl)methanone), C([O-])([O-])=O.[K+].[K+] (potassium carbonate), ClCC=1C=C(C(=O)NC(C)(C2CC2)C#N)C=CC1 (3-(chloromethyl)-N-(1-cyano-1-cyclopropylethyl)benzamide), [I-].[Na+] (sodium iodide). Run in C(C)#N (acetonitrile). Yields the product NC1=C(C=C(C(=O)N2CCN(CC2)CC=2C=C(C(=O)NC(C)(C3CC3)C#N)C=CC2)C=C1)F (3-((4-(4-Amino-3-fluorobenzoyl)piperazin-1-yl)methyl)-N-(1-cyano-1-cyclopropylethyl)benzamide). The yield is 15.8%. Reaction SMILES: [NH2:1][C:2]1[CH:7]=[CH:6][C:5]([C:8]([N:10]2[CH2:15][CH2:14][NH:13][CH2:12][CH2:11]2)=[O:9])=[CH:4][C:3]=1[F:16].Cl[CH2:18][C:19]1[CH:20]=[C:21]([CH:32]=[CH:33][CH:34]=1)[C:22]([NH:24][C:25]([C:30]#[N:31])([CH:27]1[CH2:29][CH2:28]1)[CH3:26])=[O:23].[I-].[Na+].C(=O)([O-])[O-].[K+].[K+]>C(#N)C>[NH2:1][C:2]1[CH:7]=[CH:6][C:5]([C:8]([N:10]2[CH2:11][CH2:12][N:13]([CH2:18][C:19]3[CH:20]=[C:21]([CH:32]=[CH:33][CH:34]=3)[C:22]([NH:24][C:25]([C:30]#[N:31])([CH:27]3[CH2:29][CH2:28]3)[CH3:26])=[O:23])[CH2:14][CH2:15]2)=[O:9])=[CH:4][C:3]=1[F:16] |f:2.3,4.5.6|. Procedure: (4-Amino-3-fluorophenyl)(piperazin-1-yl)methanone (2.74 mmol, 0.612 g), 3-(chloromethyl)-N-(1-cyano-1-cyclopropylethyl)benzamide (2.74 mmol, 0.72 g), sodium iodide (0.548 mmol, 0.082 g) and potassium carbonate (8.22 mmol, 1.136 g) were combined in acetonitrile (25 mL) and heated to reflux for 2 hours. The reaction was concentrated under reduced pressure and the resulting residue taken up in dichloromethane and washed with water. The organic phase was dried over sodium sulfate and concentrated un...